Dataset: the Open Reaction Database (ORD), a public repository of structured organic reaction records. Task: describe an organic reaction: reactants, conditions, products, and yield The reactants are C1(=CC=CC=C1)C1CNC(N1C1=CC=NC=C1)=NC#N ([5-phenyl-1-(4-pyridyl)tetrahydro-1H-2-imidazolyliden] aminomethane-nitrile), [H-].[Na+] (sodium hydride), CN(C)C=O (DMF), BrCCCCCCOC1=CC=C(C=C1)Br (1-[(6-bromohexyl)oxy]-4-bromobenzene), CN(C)C=O (DMF). Conditions: time 20 minute. The product is BrC1=CC=C(OCCCCCCN2C(N(C(C2)C2=CC=CC=C2)C2=CC=NC=C2)=O)C=C1 (1-[6-(4-bromophenoxy)hexyl]-4-phenyl-3-(4-pyridyl)-2-imidazolidinone), solid. Yield: 45.0%. Reaction SMILES: [C:1]1([CH:7]2[N:11]([C:12]3[CH:17]=[CH:16][N:15]=[CH:14][CH:13]=3)[C:10](=NC#N)[NH:9][CH2:8]2)[CH:6]=[CH:5][CH:4]=[CH:3][CH:2]=1.[H-].[Na+].Br[CH2:24][CH2:25][CH2:26][CH2:27][CH2:28][CH2:29][O:30][C:31]1[CH:36]=[CH:35][C:34]([Br:37])=[CH:33][CH:32]=1.CN(C=[O:42])C>>[Br:37][C:34]1[CH:35]=[CH:36][C:31]([O:30][CH2:29][CH2:28][CH2:27][CH2:26][CH2:25][CH2:24][N:9]2[CH2:8][CH:7]([C:1]3[CH:2]=[CH:3][CH:4]=[CH:5][CH:6]=3)[N:11]([C:12]3[CH:13]=[CH:14][N:15]=[CH:16][CH:17]=3)[C:10]2=[O:42])=[CH:32][CH:33]=1 |f:1.2|. Procedure: To a solution of [5-phenyl-1-(4-pyridyl)tetrahydro-1H-2-imidazolyliden] aminomethane-nitrile (0.1 g, 0.38 mmol) in 6 mL of DMF at 0° C. was added sodium hydride (75% dispersion in mineral oil, 24 mg) in one portion. The mixture was stirred at room temperature for 20 min and then 1-[(6-bromohexyl)oxy]-4-bromobenzene (192 mg, 0.57 mmol) dissolved in DMF (4 mL) was added dropwise. The resulting mixture was stirred and heated at 80° C. for 16 hours. The reaction was quenched with water and aqueous s... Starting materials: CC=1N=CN(C1)C1=C(C#N)C=C(C=C1)C(F)(F)F (2-(4-methyl-imidazol-1-yl)-5-trifluoromethyl-benzonitrile), C[N+](=C)C.[I-] (Eschenmoser's salt). The solvent is CN(C)C=O (DMF). The product is CN(C)CC1=C(N=CN1C1=C(C#N)C=C(C=C1)C(F)(F)F)C (2-(5-Dimethylaminomethyl-4-methyl-imidazol-1-yl)-5-trifluoromethyl-benzonitril). The yield is 53.0%. As a reaction SMILES: [CH3:1][C:2]1[N:3]=[CH:4][N:5]([C:7]2[CH:14]=[CH:13][C:12]([C:15]([F:18])([F:17])[F:16])=[CH:11][C:8]=2[C:9]#[N:10])[CH:6]=1.[CH3:19][N+:20]([CH3:22])=[CH2:21].[I-]>CN(C=O)C>[CH3:19][N:20]([CH2:22][C:6]1[N:5]([C:7]2[CH:14]=[CH:13][C:12]([C:15]([F:18])([F:16])[F:17])=[CH:11][C:8]=2[C:9]#[N:10])[CH:4]=[N:3][C:2]=1[CH3:1])[CH3:21] |f:1.2|. Reported procedure: As described for example 84b, 2-(4-methyl-imidazol-1-yl)-5-trifluoromethyl-benzonitrile (+regioisomer) was reacted with Eschenmoser's salt in DMF for 16 h at 90° C. Evaporation of the solvent, aqueous workup and chromatography afforded the title compound as a yellow oil that was sufficiently pure to be used in the next step (yield: 53%). MS: m/e=309.3 [M+H]+. The reactants are OCC1(CCCN2CCC3=C(C12)NC1=CC=CC=C13)CC (1-hydroxymethyl-1-ethyl-1,2,3,4,6,7,12,12b-octahydro-indolo[2,3-a] quinolizine), C(C)(=O)OC(C)=O (acetic anhydride). Run in N1=CC=CC=C1 (pyridine). Run at time 3 day. Yields the product C(C)(=O)OCC1(CCCN2CCC3=C(C12)NC1=CC=CC=C13)CC (1-Acetoxymethyl-1-ethyl-1,2,3,4,6,7,12,12b-octahydro-indolo[2,3-a]quinolizine), crystals. Isolated yield 61.2%. RXN SMILES: [OH:1][CH2:2][C:3]1([CH2:20][CH3:21])[CH:12]2[N:7]([CH2:8][CH2:9][C:10]3[C:19]4[C:14](=[CH:15][CH:16]=[CH:17][CH:18]=4)[NH:13][C:11]=32)[CH2:6][CH2:5][CH2:4]1.[C:22](OC(=O)C)(=[O:24])[CH3:23]>N1C=CC=CC=1>[C:22]([O:1][CH2:2][C:3]1([CH2:20][CH3:21])[CH:12]2[N:7]([CH2:8][CH2:9][C:10]3[C:19]4[C:14](=[CH:15][CH:16]=[CH:17][CH:18]=4)[NH:13][C:11]=32)[CH2:6][CH2:5][CH2:4]1)(=[O:24])[CH3:23]. Procedure details: 2.50 g. (8.82 mmoles) of 1-hydroxymethyl-1-ethyl-1,2,3,4,6,7,12,12b-octahydro-indolo[2,3-a] quinolizine are dissolved in 15 ml. of absolute pyridine. 15 ml. of acetic anhydride are added to the solution, and the mixture is allowed to stand at room temperature for three days. Thereafter the solution is evaporated in vacuo, and the oily residue is stirred with a 5% sodium hydrocarbonate solution. The separated solid substance is filtered off, washed with water, dried, and recrystallized first from... The yield is 75.1%. Reactants: CN1CCNCC1 (1-methyl-piperazine), C1(=CC=CC=C1)S(=O)(=O)C=1C(=NN2C1N=C(C=C2Cl)C)SC (3-benzenesulphonyl-7-chloro-5-methyl-2-methylsulphanyl-pyrazolo[1,5-a]pyrimidine). Procedure details: 0.15 g (1.5 mmol) of 1-methyl-piperazine in 10 ml of DMF was added to a solution of 0.45 g (1.275 mmol) of 3-benzenesulphonyl-7-chloro-5-methyl-2-methylsulphanyl-pyrazolo[1,5-a]pyrimidine in 10 ml in DMF and stirred at 60° for 2 hrs. The reaction solution was cooled to RT and evaporated in a high vacuum. The residue was partitioned between 2N NaOH and CH2Cl2. The aqueous phase was extracted three times with CH2Cl2, and the combined organic phases were dried (MgSO4), filtered and evaporated. Subs... Run in CN(C)C=O (DMF), CN(C)C=O (DMF). Reaction conditions: time 2 hour. Yields the product C1(=CC=CC=C1)S(=O)(=O)C=1C(=NN2C1N=C(C=C2N2CCN(CC2)C)C)SC (3-benzenesulphonyl-5-methyl-7-(4-methyl-piperazine-1-yl) -2-methylsulphanyl-pyrazolo[1,5-a]pyrimidine). RXN SMILES: [CH3:1][N:2]1[CH2:7][CH2:6][NH:5][CH2:4][CH2:3]1.[C:8]1([S:14]([C:17]2[C:18]([S:28][CH3:29])=[N:19][N:20]3[C:25](Cl)=[CH:24][C:23]([CH3:27])=[N:22][C:21]=23)(=[O:16])=[O:15])[CH:13]=[CH:12][CH:11]=[CH:10][CH:9]=1>CN(C=O)C>[C:8]1([S:14]([C:17]2[C:18]([S:28][CH3:29])=[N:19][N:20]3[C:25]([N:5]4[CH2:6][CH2:7][N:2]([CH3:1])[CH2:3][CH2:4]4)=[CH:24][C:23]([CH3:27])=[N:22][C:21]=23)(=[O:16])=[O:15])[CH:13]=[CH:12][CH:11]=[CH:10][CH:9]=1. The reactants are 1,1,1,1-triacetoxy-1,1-dihydro-1,2-benziodoxol-3(1H)-one, N1(CCOCC1)C(CC(C(=O)O)CS(=O)(=O)CC1=CC=CC=C1)=O (4-Morpholin-4-yl-4-oxo-2-(benzyl-sulfonylmethyl)-butyric acid), N[C@H](C(O)C=1OC2=C(N1)C=CC=C2)CC ((2S)-2-amino-1-benzooxazol-2-yl-butan-1-ol), CN1CCOCC1 (4-methylmorpholine), C(CCl)Cl (EDC), C=1C=CC2=C(C1)N=NN2O (HOBt), [O-]S(=O)[O-].[Na+].[Na+] (Na2SO3). The solvent is C(C)(=O)OCC (ethyl acetate), C(=O)(O)[O-].[Na+] (NaHCO3). Run at time 2 hour. Product: O1C(=NC2=C1C=CC=C2)C(=O)[C@H](CC)NC(C(CC(=O)N2CCOCC2)CS(=O)(=O)CC2=CC=CC=C2)=O (N-[(S)-1-(1-Benzooxazol-2-yl-methanoyl)-propyl]-4-morpholin-4-yl-4-oxo-2-benzylsulfonylmethyl-butyramide). Yield: 82.9%. As a reaction SMILES: [N:1]1([C:7](=[O:24])[CH2:8][CH:9]([CH2:13][S:14]([CH2:17][C:18]2[CH:23]=[CH:22][CH:21]=[CH:20][CH:19]=2)(=[O:16])=[O:15])[C:10]([OH:12])=O)[CH2:6][CH2:5][O:4][CH2:3][CH2:2]1.C(Cl)CCl.C1C=CC2N(O)N=NC=2C=1.[NH2:39][C@@H:40]([CH2:52][CH3:53])[CH:41]([C:43]1[O:44][C:45]2[CH:51]=[CH:50][CH:49]=[CH:48][C:46]=2[N:47]=1)[OH:42].CN1CCOCC1.[O-]S([O-])=O.[Na+].[Na+]>C(OCC)(=O)C.C([O-])(O)=O.[Na+]>[O:44]1[C:45]2[CH:51]=[CH:50][CH:49]=[CH:48][C:46]=2[N:47]=[C:43]1[C:41]([C@@H:40]([NH:39][C:10](=[O:12])[CH:9]([CH2:13][S:14]([CH2:17][C:18]1[CH:23]=[CH:22][CH:21]=[CH:20][CH:19]=1)(=[O:16])=[O:15])[CH2:8][C:7]([N:1]1[CH2:2][CH2:3][O:4][CH2:5][CH2:6]1)=[O:24])[CH2:52][CH3:53])=[O:42] |f:5.6.7,9.10|. Procedure: A mixture comprised of 4-Morpholin-4-yl-4-oxo-2-(benzyl-sulfonylmethyl)-butyric acid (300 mg, 0.84 mmol), EDC (250 mg, 1.3 mmol), HOBt (250 mg, 1.6 mmol) and (2S)-2-amino-1-benzooxazol-2-yl-butan-1-ol (250 mg, 1.2 mmol) was treated with dichloromethyl (4 mL) followed by 4-methylmorpholine (0.5 mL). The mixture was stirred at ambient temperature for 2 hours. After dilution with ethyl acetate (150 mL), the solution was washed with 1N aqueous HCl, water, saturated aqueous NaHCO3 solution and brine,...